This data is from the Open Reaction Database (ORD), a public repository of structured organic reaction records. The task is: describe an organic reaction: reactants, conditions, products, and yield Reactants: Cc1cc2c(CC(=O)O)cccc2cn1, CS(C)=O, NCc1ccc(C(F)(F)F)cc1, NCc1ccc(OC(F)(F)F)cc1. Product: Cc1cc2c(CC(=O)NCc3ccc(C(F)(F)F)cc3)cccc2cn1. Reaction SMILES: [CH3:1][c:2]1[n:3][cH:4][c:5]2[cH:6][cH:7][cH:8][c:9]([CH2:12][C:13](=[O:14])[OH:15])[c:10]2[cH:11]1.[CH3:41][S:42]([CH3:43])=[O:44].[F:16][C:17]([c:18]1[cH:19][cH:20][c:21]([CH2:22][NH2:23])[cH:24][cH:25]1)([F:26])[F:27].[F:28][C:29]([F:30])([F:31])[O:32][c:33]1[cH:34][cH:35][c:36]([CH2:37][NH2:38])[cH:39][cH:40]1>>[CH3:1][c:2]1[n:3][cH:4][c:5]2[cH:6][cH:7][cH:8][c:9]([CH2:12][C:13](=[O:15])[NH:23][CH2:22][c:21]3[cH:20][cH:19][c:18]([C:17]([F:16])([F:26])[F:27])[cH:25][cH:24]3)[c:10]2[cH:11]1. Reactants: O=C([O-])O, CC[SiH](CC)CC, COC(=O)Cn1c(C)cc2cc(F)ccc21, CC(Cl)Cl, [Na+], O=C(O)C(F)(F)F, O=Cc1sccc1S(=O)(=O)c1cccs1. Yields the product COC(=O)Cn1c(C)c(Cc2sccc2S(=O)(=O)c2cccs2)c2cc(F)ccc21. As a reaction SMILES: [C:50](=[O:51])([O-:52])[OH:53].[CH2:36]([SiH:37]([CH2:38][CH3:39])[CH2:40][CH3:41])[CH3:42].[CH3:1][O:2][C:3]([CH2:4][n:5]1[c:6]([CH3:15])[cH:7][c:8]2[cH:9][c:10]([F:14])[cH:11][cH:12][c:13]12)=[O:16].[Cl:32][CH:33]([Cl:34])[CH3:35].[Na+:54].[OH:43][C:44]([C:45]([F:46])([F:47])[F:48])=[O:49].[s:17]1[c:18]([S:22](=[O:23])(=[O:24])[c:25]2[c:26]([CH:30]=[O:31])[s:27][cH:28][cH:29]2)[cH:19][cH:20][cH:21]1>>[CH3:1][O:2][C:3]([CH2:4][n:5]1[c:6]([CH3:15])[c:7]([CH2:30][c:26]2[c:25]([S:22]([c:18]3[s:17][cH:21][cH:20][cH:19]3)(=[O:23])=[O:24])[cH:29][cH:28][s:27]2)[c:8]2[cH:9][c:10]([F:14])[cH:11][cH:12][c:13]12)=[O:16]. Starting materials: C(C)C(CC)(CO)NC(=S)NC(C1=CC=CC=C1)=O (N-({[1-ethyl-1-(hydroxymethyl)propyl]amino}carbonothioyl)benzamide), [Li+].[OH-] (LiOH). Run in O1CCCC1 (tetrahydrofuran), CO (methanol), O (water). Run at time 21 hour. Yields the product C(C)C(CC)(CO)NC(=S)N (N-[1-ethyl-1-(hydroxymethyl)propyl]thiourea). The yield is 67.7%. As a reaction SMILES: [CH2:1]([C:3]([NH:8][C:9]([NH:11]C(=O)C1C=CC=CC=1)=[S:10])([CH2:6][OH:7])[CH2:4][CH3:5])[CH3:2].[Li+].[OH-]>O1CCCC1.CO.O>[CH2:1]([C:3]([NH:8][C:9]([NH2:11])=[S:10])([CH2:6][OH:7])[CH2:4][CH3:5])[CH3:2] |f:1.2|. Procedure details: A solution of N-({[1-ethyl-1-(hydroxymethyl)propyl]amino}carbonothioyl)benzamide (6.8779 g, 24.5 mmol), prepared in the previous step, and 1 M LiOH (29.4 mL, 29.4 mmol) in 200 mL of tetrahydrofuran plus 200 mL of methanol plus 100 mL of water was stirred under nitrogen at room temperature for 21 h. The reaction was concentrated under reduced pressure to remove most of the tetrahydrofuran and methanol. The solid present was collected by filtration and dried under reduced pressure to give N-[1-eth... The reactants are FC(S(=O)(=O)OS(=O)(=O)C(F)(F)F)(F)F (trifluoromethanesulphonic anhydride), C(C(C)(C)C)O (neopentylalcohol), N1=C(C=CC=C1C)C (2,6-lutidine). Solvent: ClCCl (dichloromethane). Run at time 1 hour. The product is CC(COS(=O)(=O)C(F)(F)F)(C)C (Trifluoromethanesulfonic acid 2,2-dimethylpropyl ester). Yield: 71.7%. As a reaction SMILES: [F:1][C:2]([F:15])([F:14])[S:3]([O:6]S(C(F)(F)F)(=O)=O)(=[O:5])=[O:4].[CH2:16](O)[C:17]([CH3:20])([CH3:19])[CH3:18].N1C(C)=CC=CC=1C>ClCCl>[CH3:16][C:17]([CH3:20])([CH3:19])[CH2:18][O:6][S:3]([C:2]([F:15])([F:14])[F:1])(=[O:5])=[O:4]. Reported procedure: Add trifluoromethanesulphonic anhydride (1.12 mL, 6.8 mmol) to a solution of neopentylalcohol (0.5 g, 5.7 mmol) and 2,6-lutidine (0.7 mL, 6.8 mmol) in dichloromethane (10 mL) at −78° C. and stir for 1 hour. Add water to quench the reaction, separate the organic layer and extract the aqueous layer with dichloromethane. Combine the organic layers, dry (magnesium sulfate), filter, concentrate and purify (silica gel chromatography, eluting with 1:4 hexane:dichloromethane) to give the desired compoun...